This data is from the Open Reaction Database (ORD), a public repository of structured organic reaction records. The task is: describe an organic reaction: reactants, conditions, products, and yield Starting materials: COc1c(Oc2c(C)cc(N(Cc3ccccc3)Cc3ccccc3)c3c2CCC3)ccc(OCc2ccccc2)c1C(C)(C)O, ClCCl, Cl. The product is C=C(C)c1c(OCc2ccccc2)ccc(Oc2c(C)cc(N(Cc3ccccc3)Cc3ccccc3)c3c2CCC3)c1OC. Reaction SMILES: [CH2:1]([c:2]1[cH:3][cH:4][cH:5][cH:6][cH:7]1)[O:8][c:9]1[cH:10][cH:11][c:12]([O:21][c:22]2[c:23]3[c:27]([c:28]([N:32]([CH2:33][c:34]4[cH:35][cH:36][cH:37][cH:38][cH:39]4)[CH2:40][c:41]4[cH:42][cH:43][cH:44][cH:45][cH:46]4)[cH:29][c:30]2[CH3:31])[CH2:26][CH2:25][CH2:24]3)[c:13]([O:19][CH3:20])[c:14]1[C:15]([CH3:16])([CH3:17])[OH:18].[Cl:48][CH2:49][Cl:50].[ClH:47]>>[CH2:1]([c:2]1[cH:3][cH:4][cH:5][cH:6][cH:7]1)[O:8][c:9]1[cH:10][cH:11][c:12]([O:21][c:22]2[c:23]3[c:27]([c:28]([N:32]([CH2:33][c:34]4[cH:35][cH:36][cH:37][cH:38][cH:39]4)[CH2:40][c:41]4[cH:42][cH:43][cH:44][cH:45][cH:46]4)[cH:29][c:30]2[CH3:31])[CH2:26][CH2:25][CH2:24]3)[c:13]([O:19][CH3:20])[c:14]1[C:15](=[CH2:16])[CH3:17]. The reactants are COc1cc(Cl)c(CBr)c(Cl)c1, CC(C)[N-]C(C)C, [Li+], O=C1CCCN1C1CCC2(CC1)OCCO2, C1CCOC1. Yields the product COc1cc(Cl)c(CC2CCN(C3CCC4(CC3)OCCO4)C2=O)c(Cl)c1. RXN SMILES: [Br:25][CH2:26][c:27]1[c:28]([Cl:36])[cH:29][c:30]([O:34][CH3:35])[cH:31][c:32]1[Cl:33].[CH3:18][CH:19]([N-:20][CH:21]([CH3:22])[CH3:23])[CH3:24].[Li+:17].[O:1]1[CH2:2][CH2:3][O:4][C:5]12[CH2:6][CH2:7][CH:8]([N:11]1[C:12](=[O:16])[CH2:13][CH2:14][CH2:15]1)[CH2:9][CH2:10]2.[O:37]1[CH2:38][CH2:39][CH2:40][CH2:41]1>>[O:1]1[CH2:2][CH2:3][O:4][C:5]12[CH2:6][CH2:7][CH:8]([N:11]1[C:12](=[O:16])[CH:13]([CH2:26][c:27]3[c:28]([Cl:36])[cH:29][c:30]([O:34][CH3:35])[cH:31][c:32]3[Cl:33])[CH2:14][CH2:15]1)[CH2:9][CH2:10]2. Reactants: OC(C(=O)O)C (2-hydroxy-propionic acid), S(O)(O)(=O)=O (sulfuric acid), C(C)(=O)O (acetic acid). Run in C1(=CC=CC=C1)C (toluene). Procedure details: Reflux a mixture of 2-hydroxy-propionic acid (480 ml, 85% in water) and sulfuric acid (2 mL) in acetic acid (2500 mL) and toluene (300 mL) for overnight. After removal of solvent under vacuum, purify the residue by distillation to give 2-acetoxy-propionic acid (550 g, 92%) as colorless oil. 1H NMR (CDCl3, 400 MHz): δ 9.27 (brs, 1H), 5.10 (m, 1H), 2.13 (s, 3H), 1.53 (d, J=7.2, 3H). Reaction SMILES: [OH:1][CH:2]([CH3:6])[C:3]([OH:5])=[O:4].S(=O)(=O)(O)O.[C:12](O)(=[O:14])[CH3:13]>C1(C)C=CC=CC=1>[C:12]([O:1][CH:2]([CH3:6])[C:3]([OH:5])=[O:4])(=[O:14])[CH3:13]. Product: C(C)(=O)OC(C(=O)O)C (2-acetoxy-propionic acid). The yield is 92.0%. Starting materials: COc1ccc(CC(=O)Cl)cc1OC, COc1cccc(CCN)c1OC. The product is COc1ccc(CC(=O)NCCc2cccc(OC)c2OC)cc1OC. RXN SMILES: [CH3:14][O:15][c:16]1[cH:17][c:18]([CH2:24][C:25](=[O:26])[Cl:27])[cH:19][cH:20][c:21]1[O:22][CH3:23].[CH3:1][O:2][c:3]1[c:4]([CH2:5][CH2:6][NH2:7])[cH:8][cH:9][cH:10][c:11]1[O:12][CH3:13]>>[CH3:1][O:2][c:3]1[c:4]([CH2:5][CH2:6][NH:7][C:25]([CH2:24][c:18]2[cH:17][c:16]([O:15][CH3:14])[c:21]([O:22][CH3:23])[cH:20][cH:19]2)=[O:26])[cH:8][cH:9][cH:10][c:11]1[O:12][CH3:13].